Dataset: the Open Reaction Database (ORD), a public repository of structured organic reaction records. Task: describe an organic reaction: reactants, conditions, products, and yield Reactants: C1(=CC=CC=C1)S(=O)(=O)CC=1N=C(NN1)C1=NC=CC=C1 (2-(5-benzenesulfonylmethyl-2H-[1,2,4]triazol-3-yl)-pyridine), ( E ), ClC=1C=CC(=NC1)\C=C/C#N ((Z)-3-(5-chloro-pyridin-2-yl)-acrylonitrile). Product: ClC=1C=CC(=NC1)C1=CC=2N(C(=C1)N)N=C(N2)C2=NC=CC=C2 (7-(5-Chloro-pyridin-2-yl)-2-pyridin-2-yl-[1,2,4]triazolo[1,5-a]pyridin-5-ylamine). As a reaction SMILES: C1(S([CH2:10][C:11]2[N:12]=[C:13]([C:16]3[CH:21]=[CH:20][CH:19]=[CH:18][N:17]=3)[NH:14][N:15]=2)(=O)=O)C=CC=CC=1.[Cl:22][C:23]1[CH:24]=[CH:25][C:26](/[CH:29]=[CH:30]\[C:31]#[N:32])=[N:27][CH:28]=1>>[Cl:22][C:23]1[CH:24]=[CH:25][C:26]([C:29]2[CH:30]=[C:31]([NH2:32])[N:15]3[N:14]=[C:13]([C:16]4[CH:21]=[CH:20][CH:19]=[CH:18][N:17]=4)[N:12]=[C:11]3[CH:10]=2)=[N:27][CH:28]=1. Reported procedure: The title compound, MS m/e (%):323 (M+H+,100), was prepared in accordance with the general method of example 1 from 2-(5-benzenesulfonylmethyl-2H-[1,2,4]triazol-3-yl)-pyridine and (E)/(Z)-3-(5-chloro-pyridin-2-yl)-acrylonitrile. Starting materials: Cc1nc2sccn2c1C(=O)NCC1NCC2CC(C)CC21, O=C(O)c1ccccc1-c1ccccc1. Product: Cc1nc2sccn2c1C(=O)NCC1C2CC(C)CC2CN1C(=O)c1ccccc1-c1ccccc1. As a reaction SMILES: [CH3:1][CH:2]1[CH2:3][CH:4]2[CH2:5][NH:6][CH:7]([CH2:10][NH:11][C:12](=[O:13])[c:14]3[c:15]([CH3:22])[n:16][c:17]4[s:18][cH:19][cH:20][n:21]34)[CH:8]2[CH2:9]1.[c:23]1(-[c:32]2[cH:33][cH:34][cH:35][cH:36][cH:37]2)[c:24]([C:29](=[O:30])[OH:31])[cH:25][cH:26][cH:27][cH:28]1>>[CH3:1][CH:2]1[CH2:3][CH:4]2[CH2:5][N:6]([C:29]([c:24]3[c:23](-[c:32]4[cH:33][cH:34][cH:35][cH:36][cH:37]4)[cH:28][cH:27][cH:26][cH:25]3)=[O:30])[CH:7]([CH2:10][NH:11][C:12](=[O:13])[c:14]3[c:15]([CH3:22])[n:16][c:17]4[s:18][cH:19][cH:20][n:21]34)[CH:8]2[CH2:9]1. Reaction SMILES: [CH2:1]([S:8][C:9]1[S:19][C:12]2=[N:13][C:14](I)=[CH:15][C:16](=[O:17])[N:11]2[N:10]=1)[C:2]1[CH:7]=[CH:6][CH:5]=[CH:4][CH:3]=1.[C-:20]#[N:21].[Na+]>CN(C)C=O.O>[CH2:1]([S:8][C:9]1[S:19][C:12]2=[N:13][C:14]([C:20]#[N:21])=[CH:15][C:16](=[O:17])[N:11]2[N:10]=1)[C:2]1[CH:7]=[CH:6][CH:5]=[CH:4][CH:3]=1 |f:1.2|. The reactants are C(C1=CC=CC=C1)SC1=NN2C(=NC(=CC2=O)I)S1 (2-benzylthio-7-iodo-5H-1,3,4-thiadiazolo[3,2-a]pyrimidin-5-one), cuprous cyanide, [C-]#N.[Na+] (sodium cyanide). The product is C(C1=CC=CC=C1)SC1=NN2C(=NC(=CC2=O)C#N)S1 (2-benzylthio-7-cyano-5H-1,3,4-thiadiazolo[3,2-a]pyrimidin-5-one). The solvent is CN(C=O)C (dimethylformamide), O (water). The yield is 44.5%. Conditions: temperature 100 celsius, time 1 hour. Procedure details: In 120 ml of dimethylformamide, 9 g of 90% pure 2-benzylthio-7-iodo-5H-1,3,4-thiadiazolo[3,2-a]pyrimidin-5-one was dissolved, and 3.05 g of cuprous cyanide and 1.57 g of sodium cyanide were added thereto. The reaction mixture was heated to 100° C. and stirred at that temperature for 1 hour. After the reaction was finished, the reaction mixture was cooled, diluted with water and extracted with chloroform. The organic layer was washed with water, and the chloroform was distilled off. Water was add... Reactants: COC1=C(CNC2=NC=C(C=C2)F)C=CC(=C1)OC (N-(2,4-dimethoxybenzyl)-5-fluoropyridin-2-amine), [Li+].C[Si](C)(C)[N-][Si](C)(C)C (LiHMDS), C(#N)C=1C=C(C=CC1F)S(=O)(=O)Cl (3-Cyano-4-fluorobenzene-1-sulfonyl chloride). The solvent is C1CCOC1 (THF), C1CCOC1 (THF). Reaction conditions: temperature 0 celsius. Product: C(#N)C=1C=C(C=CC1F)S(=O)(=O)N(C1=NC=C(C=C1)F)CC1=C(C=C(C=C1)OC)OC (3-cyano-N-(2,4-dimethoxybenzyl)-4-fluoro-N-(5-fluoropyridin-2-yl)benzenesulfonamide). Yield: 63.0%. Reaction SMILES: [CH3:1][O:2][C:3]1[CH:17]=[C:16]([O:18][CH3:19])[CH:15]=[CH:14][C:4]=1[CH2:5][NH:6][C:7]1[CH:12]=[CH:11][C:10]([F:13])=[CH:9][N:8]=1.[Li+].C[Si]([N-][Si](C)(C)C)(C)C.[C:30]([C:32]1[CH:33]=[C:34]([S:39](Cl)(=[O:41])=[O:40])[CH:35]=[CH:36][C:37]=1[F:38])#[N:31]>C1COCC1>[C:30]([C:32]1[CH:33]=[C:34]([S:39]([N:6]([CH2:5][C:4]2[CH:14]=[CH:15][C:16]([O:18][CH3:19])=[CH:17][C:3]=2[O:2][CH3:1])[C:7]2[CH:12]=[CH:11][C:10]([F:13])=[CH:9][N:8]=2)(=[O:41])=[O:40])[CH:35]=[CH:36][C:37]=1[F:38])#[N:31] |f:1.2|. Procedure details: To a −40° C. solution of N-(2,4-dimethoxybenzyl)-5-fluoropyridin-2-amine (Preparation 20, 2.32 g, 8.84 mmol) in THF (60 ml) was added LiHMDS (9.72 ml, 9.72 mmol, 1M in THF) keeping the temperature below −35° C. The reaction mixture was warmed to 0° C. for 40 minutes before re-cooling to −40° C. 3-Cyano-4-fluorobenzene-1-sulfonyl chloride (1.94 g, 8.84 mmol) was added to the reaction mixture as a solution in THF (10 mL) and the reaction mixture allowed to warm to room temperature for 18 hours. Th... The reactants are O (water), ClC1=C(C=CC(=C1)Cl)C=1NC(=CC1C#N)C(\C=C\N(C)C)=O (2-(2,4-dichloro-phenyl)-5-((E)-3-dimethylamino-acryloyl)-1H-pyrrole-3-carbonitrile), C(O)(O)=O.NC(=N)N (guanidine carbonate), C(O)(O)=O.NC(=N)N (guanidine carbonate). The solvent is CN(C=O)C (N,N-dimethylformamide). Run at temperature 110 celsius, time 22 hour. Yields the product NC1=NC=CC(=N1)C1=CC(=C(N1)C1=C(C=C(C=C1)Cl)Cl)C#N (5-(2-Amino-pyrimidin-4-yl)-2-(2,4-dichloro-phenyl)-1H-pyrrole-3-carbonitrile). Isolated yield 83.0%. RXN SMILES: [Cl:1][C:2]1[CH:7]=[C:6]([Cl:8])[CH:5]=[CH:4][C:3]=1[C:9]1[NH:10][C:11]([C:16](=O)/[CH:17]=[CH:18]/N(C)C)=[CH:12][C:13]=1[C:14]#[N:15].C(=O)(O)O.[NH2:27][C:28]([NH2:30])=[NH:29].O>CN(C)C=O>[NH2:29][C:28]1[N:30]=[C:16]([C:11]2[NH:10][C:9]([C:3]3[CH:4]=[CH:5][C:6]([Cl:8])=[CH:7][C:2]=3[Cl:1])=[C:13]([C:14]#[N:15])[CH:12]=2)[CH:17]=[CH:18][N:27]=1 |f:1.2|. Reported procedure: To a suspension of 2-(2,4-dichloro-phenyl)-5-((E)-3-dimethylamino-acryloyl)-1H-pyrrole-3-carbonitrile (6.80 g, 20.35 mmol) in 82 mL of N,N-dimethylformamide was added guanidine carbonate (9.17 g, 101.75 mmol). The mixture was heated to 110° C. for 18 hours under efficient stirring. Then, a further amount of guanidine carbonate (1.83 g; 20.35 mmol) was added to the mixture and heating to 115° C. was prolonged for additional 22 hours. The resulting mixture was diluted by dropwise addition of 325 m... Procedure details: In the same manner as in Example 1 (4), a crude product was obtained using the compound (657 mg) obtained in Example 216 (2) and 4-fluoro-N-isopropylaniline (306 mg). This was purified by silica gel column chromatography to give the title compound (334 mg) as a white powder. Reaction SMILES: [C:1]([CH2:3][CH2:4][CH:5]([C:13]([NH:15][S:16](/[CH:19]=[CH:20]/[C:21]1[CH:26]=[CH:25][CH:24]=[CH:23][CH:22]=1)(=[O:18])=[O:17])=[O:14])[C:6](N(CC)CC)=[O:7])#[N:2].[F:27][C:28]1[CH:37]=[CH:36][C:31]([NH:32][CH:33]([CH3:35])[CH3:34])=[CH:30][CH:29]=1>>[C:1]([CH2:3][CH2:4][CH:5]([C:13]([NH:15][S:16](/[CH:19]=[CH:20]/[C:21]1[CH:22]=[CH:23][CH:24]=[CH:25][CH:26]=1)(=[O:17])=[O:18])=[O:14])[C:6]([N:32]([C:31]1[CH:36]=[CH:37][C:28]([F:27])=[CH:29][CH:30]=1)[CH:33]([CH3:35])[CH3:34])=[O:7])#[N:2]. Yields the product C(#N)CCC(C(=O)N(C(C)C)C1=CC=C(C=C1)F)C(=O)NS(=O)(=O)\C=C\C1=CC=CC=C1 (2-(2-cyanoethyl)-N-(4-fluorophenyl)-N-isopropyl-N′-((E)-styrylsulfonyl)malonamide). The reactants are Example 1 ( 4 ), FC1=CC=C(NC(C)C)C=C1 (4-fluoro-N-isopropylaniline), crude product, C(#N)CCC(C(=O)N(CC)CC)C(=O)NS(=O)(=O)\C=C\C1=CC=CC=C1 (2-(2-cyanoethyl)-N,N-diethyl-N′-((E)-styrylsulfonyl)malonamide). Yield: 41.9%. As a reaction SMILES: [C:2]([O:3][C:4](=[O:5])[N:9]1[CH2:10][CH:11]([NH:15][C:16](=[O:17])[c:18]2[c:19]([NH:31][C:32](=[O:33])[NH2:34])[s:20][c:21](-[c:23]3[cH:24][cH:25][c:26]([O:29][CH3:30])[cH:27][cH:28]3)[cH:22]2)[CH2:12][CH2:13][CH2:14]1)([CH3:6])([CH3:7])[CH3:8].[CH2:37]1[O:38][CH2:39][CH2:40][O:41][CH2:42]1.[CH3:35][OH:36].[ClH:1]>>[NH:9]1[CH2:10][CH:11]([NH:15][C:16](=[O:17])[c:18]2[c:19]([NH:31][C:32](=[O:33])[NH2:34])[s:20][c:21](-[c:23]3[cH:24][cH:25][c:26]([O:29][CH3:30])[cH:27][cH:28]3)[cH:22]2)[CH2:12][CH2:13][CH2:14]1. Yields the product COc1ccc(-c2cc(C(=O)NC3CCCNC3)c(NC(N)=O)s2)cc1. Reactants: COc1ccc(-c2cc(C(=O)NC3CCCN(C(=O)OC(C)(C)C)C3)c(NC(N)=O)s2)cc1, C1COCCO1, CO, Cl. The reactants are ClCCl, CO, O=C(O)c1cc(Cl)nc(Cl)c1, O=S(=O)(O)O. Yields the product COC(=O)c1cc(Cl)nc(Cl)c1. RXN SMILES: [CH2:19]([Cl:20])[Cl:21].[CH3:12][OH:13].[Cl:1][c:2]1[cH:3][c:4]([C:5](=[O:6])[OH:7])[cH:8][c:9]([Cl:11])[n:10]1.[S:14](=[O:15])(=[O:16])([OH:17])[OH:18]>>[Cl:1][c:2]1[cH:3][c:4]([C:5](=[O:6])[O:7][CH3:12])[cH:8][c:9]([Cl:11])[n:10]1.